Dataset: the Open Reaction Database (ORD), a public repository of structured organic reaction records. Task: describe an organic reaction: reactants, conditions, products, and yield Starting materials: C([O-])(O)=O.[Na+] (sodium bicarbonate), Cl (hydrochloric acid), C(C)(=O)[O-].[Na+] (sodium acetate), CC1S[C@H]2N(C(=C1)C(=O)O)C(C2NC(C(C=2N=C(SC2)NC(C(F)(F)F)=O)=NOC)=O)=O (2-methyl-7-[2-methoxyimino-2-(2-trifluoroacetylaminothiazol-4-yl)acetamido]-3-cephem-4-carboxylic acid), CC1S[C@H]2N(C(=C1)C(=O)O)C(C2NC(C(C=2NC(SC2)=NC(C(F)(F)F)=O)=NOC)=O)=O (2-methyl-7-[2-methoxyimino-2-(2-trifluoroacetylimino-2,3-dihydrothiazol-4-yl)acetamido]-3-cephem-4-carboxylic acid). The solvent is O (water). Yields the product CC1S[C@H]2N(C(=C1)C(=O)O)C(C2NC(C(C=2N=C(SC2)N)=NOC)=O)=O (2-methyl-7-[2-methoxyimino-2-(2-aminothiazol-4-yl)acetamido]-3-cephem-4-carboxylic acid). Reaction SMILES: C([O-])(=O)C.[Na+].[CH3:6][CH:7]1[CH:12]=[C:11]([C:13]([OH:15])=[O:14])[N:10]2[C:16](=[O:37])[CH:17]([NH:18][C:19](=[O:36])[C:20](=[N:33][O:34][CH3:35])[C:21]3[N:22]=[C:23]([NH:26]C(=O)C(F)(F)F)[S:24][CH:25]=3)[C@H:9]2[S:8]1.C(=O)(O)[O-].[Na+].Cl>O>[CH3:6][CH:7]1[CH:12]=[C:11]([C:13]([OH:15])=[O:14])[N:10]2[C:16](=[O:37])[CH:17]([NH:18][C:19](=[O:36])[C:20](=[N:33][O:34][CH3:35])[C:21]3[N:22]=[C:23]([NH2:26])[S:24][CH:25]=3)[C@H:9]2[S:8]1 |f:0.1,3.4|. Procedure: To a solution of sodium acetate (11.6 g.) in water (43 ml) was added 2-methyl-7-[2-methoxyimino-2-(2-trifluoroacetylaminothiazol-4-yl)acetamido]-3-cephem-4-carboxylic acid (syn isomer), which can be represented as 2-methyl-7-[2-methoxyimino-2-(2-trifluoroacetylimino-2,3-dihydrothiazol-4-yl)acetamido]-3-cephem-4-carboxylic acid (syn isomer), (2.1 g.) with stirring, and the mixture was adjusted to pH 6 with 5% aqueous sodium bicarbonate solution. The mixture was stirred overnight at room temperatu... The reactants are COC(=O)C1=C(C=CC2=CC=CC=C12)OC (Methyl (2-methoxynaphth-1-yl)-carboxylic acid), COC=1C=C(C=C(C1OC)OC)C (3,4,5-trimethoxytoluene), O=P12OP3(=O)OP(=O)(O1)OP(=O)(O2)O3 (P2O5). The solvent is ClCCl (dichloromethane). Reaction conditions: time 16 hour. Yields the product CC1=CC(=C(C(=C1C(=O)C1=C(C=CC2=CC=CC=C12)OC)OC)OC)OC (1-(6'-methyl-2',3',4'-trimethoxybenzoyl)-2-methoxynaphthalene). Reaction SMILES: CO[C:3]([C:5]1[C:14]2[C:9](=[CH:10][CH:11]=[CH:12][CH:13]=2)[CH:8]=[CH:7][C:6]=1[O:15][CH3:16])=[O:4].[CH3:17][O:18][C:19]1[CH:20]=[C:21]([CH3:29])[CH:22]=[C:23]([O:27][CH3:28])[C:24]=1[O:25][CH3:26].O=P12OP3(OP(OP(O3)(O1)=O)(=O)O2)=O>ClCCl>[CH3:29][C:21]1[C:22]([C:3]([C:5]2[C:14]3[C:9](=[CH:10][CH:11]=[CH:12][CH:13]=3)[CH:8]=[CH:7][C:6]=2[O:15][CH3:16])=[O:4])=[C:23]([O:27][CH3:28])[C:24]([O:25][CH3:26])=[C:19]([O:18][CH3:17])[CH:20]=1. Procedure details: A mixture of 5B (2.02 g, 10 mmol), 3,4,5-trimethoxytoluene (1.82 g; 10 mmol), P2O5 (10.0 g) and dichloromethane is stirred at room temperature for 16 hours. Subsequently, the dichloromethane is distilled off and the residue is diluted with ethyl acetate. The organic phase is washed with water and concentrated. The residue is purified by column chromatography (petrol ethers:ethyl acetate, 8:2 v/v) and recrystallized from petrol ether: diisopropylether (1:1 v/v). The solid material is collected by...